From a dataset of the Open Reaction Database (ORD), a public repository of structured organic reaction records. describe an organic reaction: reactants, conditions, products, and yield Reactants: N[C@@H](CS)C(=O)O (L-cysteine), C(C)(=O)N[C@@H](CS)C(=O)O (N-acetyl-L-cysteine), OO (hydrogen peroxide). Run in CC(=O)C (acetone), O (water). Run at time 8 hour. Product: C(C)(=O)N[C@H](C(=O)O)CSSC[C@@H](C(=O)O)N ((R,R)N-Acetyl-3,3'-dithiobis(2-aminopropionic acid)). Isolated yield 10.0%. Reaction SMILES: [NH2:1][C@H:2]([C:5]([OH:7])=[O:6])[CH2:3][SH:4].[C:8]([NH:11][C@H:12]([C:15]([OH:17])=[O:16])[CH2:13][SH:14])(=[O:10])[CH3:9].OO>O.CC(C)=O>[C:8]([NH:11][C@@H:12]([CH2:13][S:14][S:4][CH2:3][C@H:2]([NH2:1])[C:5]([OH:7])=[O:6])[C:15]([OH:17])=[O:16])(=[O:10])[CH3:9]. Procedure: L-cysteine (2.42 g, 20 mmol) and N-acetyl-L-cysteine (3.26 g, 20 mmol) were dissolved in 25 mL of water. The pH of this solution was 2.6 according to lithmus paper. Aqueous hydrogen peroxide (30%, 2.3 mL, 21 mmol) was added, and the reaction mixture was allowed to stand at room temperature overnight. A white precipitate stand at room temperature overnight. A white precipitate was filtered off (1.26 g). This material was shown to be L-cystine by comparison of spectral data with an authentic sampl... Reactants: ON=C(C(=O)C)C=1C=NC=CC1 (1-hydroxyimino-1-(3-pyridyl)acetone), C(C)(=O)NC1=CC(=C(C=O)C=C1Cl)OC (4-acetamido-5-chloro-2-methoxybenzaldehyde), resultant mixture, C(C)O (ethanol), O.N (ammonia water). Run in O1CCOCC1 (dioxane). Yields the product ON1C(=NC(=C1C=1C=NC=CC1)C)C1=C(C=C(C(=C1)Cl)NC(C)=O)OC (1-hydroxy-2-(4-acetamido-5-chloro-2-methoxyphenyl)-4-methyl-5-(3-pyridyl)imidazole). As a reaction SMILES: [OH:1][N:2]=[C:3]([C:7]1[CH:8]=[N:9][CH:10]=[CH:11][CH:12]=1)[C:4]([CH3:6])=O.C(O)C.O.[NH3:17].[C:18]([NH:21][C:22]1[C:29]([Cl:30])=[CH:28][C:25]([CH:26]=O)=[C:24]([O:31][CH3:32])[CH:23]=1)(=[O:20])[CH3:19]>O1CCOCC1>[OH:1][N:2]1[C:3]([C:7]2[CH:8]=[N:9][CH:10]=[CH:11][CH:12]=2)=[C:4]([CH3:6])[N:17]=[C:26]1[C:25]1[CH:28]=[C:29]([Cl:30])[C:22]([NH:21][C:18](=[O:20])[CH3:19])=[CH:23][C:24]=1[O:31][CH3:32] |f:2.3|. Procedure details: To a suspension of 1-hydroxyimino-1-(3-pyridyl)acetone (3.3 g) in a mixture of dioxane (80 ml), ethanol (20 ml) and conc. ammonia water (40 ml) was added 4-acetamido-5-chloro-2-methoxybenzaldehyde (4.54 g) and the resultant mixture was stirred at ambient temperature for 3 days. The reaction mixture was evaporated in vacuo and the residue was dissolved in a mixture of ethyl acetate and 5% hydrochloric acid. The separated aqueous layer was adjusted to pH8.0 with 20% potassium carbonate under stirr... Reactants: CO, CC(C)(C)OC(=O)N1CCN(c2cnc(NCCNc3ccc([N+](=O)[O-])cn3)nc2-c2ccc(Cl)cc2Cl)CC1, Cl. Product: O=[N+]([O-])c1ccc(NCCNc2ncc(N3CCNCC3)c(-c3ccc(Cl)cc3Cl)n2)nc1. Reaction SMILES: [CH3:42][OH:43].[Cl:1][c:2]1[c:3](-[c:9]2[n:10][c:11]([NH:28][CH2:29][CH2:30][NH:31][c:32]3[n:33][cH:34][c:35]([N+:38](=[O:39])[O-:40])[cH:36][cH:37]3)[n:12][cH:13][c:14]2[N:15]2[CH2:16][CH2:17][N:18]([C:21]([O:22][C:23]([CH3:24])([CH3:25])[CH3:26])=[O:27])[CH2:19][CH2:20]2)[cH:4][cH:5][c:6]([Cl:8])[cH:7]1.[ClH:41]>>[Cl:1][c:2]1[c:3](-[c:9]2[n:10][c:11]([NH:28][CH2:29][CH2:30][NH:31][c:32]3[n:33][cH:34][c:35]([N+:38](=[O:39])[O-:40])[cH:36][cH:37]3)[n:12][cH:13][c:14]2[N:15]2[CH2:16][CH2:17][NH:18][CH2:19][CH2:20]2)[cH:4][cH:5][c:6]([Cl:8])[cH:7]1.